From a dataset of the Open Reaction Database (ORD), a public repository of structured organic reaction records. describe an organic reaction: reactants, conditions, products, and yield The product is COc1cc2c(cc1O)CCC1C2CCC2(C)CCCC12. The reactants are CCCCO, COc1cc2c(cc1O)CCC1C2CCC2(C)C(=O)CCC12, Cl, [K+], NN, [OH-], O, OCCO. As a reaction SMILES: [CH2:33]([OH:34])[CH2:35][CH2:36][CH3:37].[CH:1]12[CH2:2][CH2:3][C:4]3([CH3:5])[C:6](=[O:7])[CH2:8][CH2:9][CH:10]3[CH:11]1[CH2:12][CH2:13][c:14]1[cH:15][c:16]([OH:17])[c:18]([O:19][CH3:20])[cH:21][c:22]12.[ClH:28].[K+:27].[NH2:24][NH2:25].[OH-:26].[OH2:23].[OH:29][CH2:30][CH2:31][OH:32]>>[CH:1]12[CH2:2][CH2:3][C:4]3([CH3:5])[CH2:6][CH2:8][CH2:9][CH:10]3[CH:11]1[CH2:12][CH2:13][c:14]1[cH:15][c:16]([OH:17])[c:18]([O:19][CH3:20])[cH:21][c:22]12. Reactants: Cl.Cl.FC1=CC=C(C=C1)C=1C=NC(=NC1)N1CCNCC1 (5-(4-fluorophenyl)-2-piperazin-1-ylpyrimidine dihydrochloride), C(C)(C)(C)OC(=O)N1CCN(CC1)C1=NC=C(C=N1)C1=CC=C(C=C1)C(F)(F)F (4-[5-(4-trifluoromethylphenyl)pyrimidin-2-yl]piperazine-1-carboxylic acid tert-butyl ester). Yields the product Cl.Cl.N1(CCNCC1)C1=NC=C(C=N1)C1=CC=C(C=C1)C(F)(F)F (2-Piperazin-1-yl-5-(4-trifluoromethylphenyl)pyrimidine, dihydrochloride). The yield is 69.0%. RXN SMILES: [ClH:1].Cl.FC1C=CC(C2C=NC(N3CCNCC3)=NC=2)=CC=1.C(OC([N:29]1[CH2:34][CH2:33][N:32]([C:35]2[N:40]=[CH:39][C:38]([C:41]3[CH:46]=[CH:45][C:44]([C:47]([F:50])([F:49])[F:48])=[CH:43][CH:42]=3)=[CH:37][N:36]=2)[CH2:31][CH2:30]1)=O)(C)(C)C>>[ClH:1].[ClH:1].[N:32]1([C:35]2[N:36]=[CH:37][C:38]([C:41]3[CH:42]=[CH:43][C:44]([C:47]([F:49])([F:48])[F:50])=[CH:45][CH:46]=3)=[CH:39][N:40]=2)[CH2:33][CH2:34][NH:29][CH2:30][CH2:31]1 |f:0.1.2,4.5.6|. Procedure: Prepared according to the method for the preparation of 5-(4-fluorophenyl)-2-piperazin-1-ylpyrimidine dihydrochloride, from 4-[5-(4-trifluoromethylphenyl)pyrimidin-2-yl]piperazine-1-carboxylic acid tert-butyl ester(0.392 g), to furnish the title compound as an off-white solid (0.250 g, 69%). Reactants: C1(CC1)N1CCN(CC1)C(=O)C1=CC=C(C=O)C=C1 (4-(4-cyclopropyl-piperazine-1-carbonyl)-benzaldehyde), N1CCOCC1 (morpholine), [OH-].[Na+] (NaOH), [BH-](OC(=O)C)(OC(=O)C)OC(=O)C.[Na+] (NaBH(OAc)3). The solvent is ClCCCl (1,2-dichloroethane), O (water). Reaction conditions: temperature 10 celsius, time 2 hour. The product is C1(CC1)N1CCN(CC1)C(=O)C1=CC=C(C=C1)CN1CCOCC1 ((4-Cyclopropyl-piperazin-1-yl)-(4-morpholin-4-ylmethyl-phenyl)-methanone). Reaction SMILES: [CH:1]1([N:4]2[CH2:9][CH2:8][N:7]([C:10]([C:12]3[CH:19]=[CH:18][C:15]([CH:16]=O)=[CH:14][CH:13]=3)=[O:11])[CH2:6][CH2:5]2)[CH2:3][CH2:2]1.[NH:20]1[CH2:25][CH2:24][O:23][CH2:22][CH2:21]1.[BH-](OC(C)=O)(OC(C)=O)OC(C)=O.[Na+].[OH-].[Na+]>ClCCCl.O>[CH:1]1([N:4]2[CH2:9][CH2:8][N:7]([C:10]([C:12]3[CH:19]=[CH:18][C:15]([CH2:16][N:20]4[CH2:25][CH2:24][O:23][CH2:22][CH2:21]4)=[CH:14][CH:13]=3)=[O:11])[CH2:6][CH2:5]2)[CH2:3][CH2:2]1 |f:2.3,4.5|. Reported procedure: To a solution of 4-(4-cyclopropyl-piperazine-1-carbonyl)-benzaldehyde (56.0 g) in 1,2-dichloroethane (550 mL) was added morpholine (37.8 mL) dropwise over 5 min. The mixture was cooled to 10° C. and was treated with NaBH(OAc)3 (64.3 g) in portions over 1 h. After a further 2 h, the mixture was warmed to room temperature, and a water bath was used to keep the temperature below 20° C. After 18 h, water (60 mL) was added while the temperature was kept under 20° C. by the addition of small amounts o... Starting materials: CN(C(=O)C=1C=C(C=CC1CC(=O)OC)C1=CC=C(C=C1)O)C (methyl {3-[(dimethylamino)carbonyl]-4′-hydroxy-1,1′-biphenyl-4-yl}acetate), BrCC1=CC=C(C(=C1C(=O)OC(C)(C)C)OC(=O)OC(C)(C)C)C(F)(F)F (tert-butyl 6-(bromomethyl)-2-[(tert-butoxycarbonyl)oxy]-3-(trifluoromethyl)benzoate). Yields the product C(C)(C)(C)OC(=O)C1=C(COC2=CC=C(C=C2)C2=CC(=C(C=C2)CC(=O)O)C(=O)N(C)C)C=CC(=C1O)C(F)(F)F ((4′-{[2-(tert-Butoxycarbonyl)-3-hydroxy-4-(trifluoromethyl)benzyl]oxy}-3-[(dimethylamino)carbonyl]-1,1′-biphenyl-4-yl)acetic acid). As a reaction SMILES: [CH3:1][N:2]([CH3:23])[C:3]([C:5]1[CH:6]=[C:7]([C:16]2[CH:21]=[CH:20][C:19]([OH:22])=[CH:18][CH:17]=2)[CH:8]=[CH:9][C:10]=1[CH2:11][C:12]([O:14]C)=[O:13])=[O:4].Br[CH2:25][C:26]1[C:31]([C:32]([O:34][C:35]([CH3:38])([CH3:37])[CH3:36])=[O:33])=[C:30]([O:39]C(OC(C)(C)C)=O)[C:29]([C:47]([F:50])([F:49])[F:48])=[CH:28][CH:27]=1>>[C:35]([O:34][C:32]([C:31]1[C:30]([OH:39])=[C:29]([C:47]([F:48])([F:49])[F:50])[CH:28]=[CH:27][C:26]=1[CH2:25][O:22][C:19]1[CH:18]=[CH:17][C:16]([C:7]2[CH:8]=[CH:9][C:10]([CH2:11][C:12]([OH:14])=[O:13])=[C:5]([C:3]([N:2]([CH3:23])[CH3:1])=[O:4])[CH:6]=2)=[CH:21][CH:20]=1)=[O:33])([CH3:38])([CH3:36])[CH3:37]. Procedure details: According to a method similar to Example (2-3), Example (33-5) and Example (17-4), from methyl {3-[(dimethylamino)carbonyl]-4′-hydroxy-1,1′-biphenyl-4-yl}acetate (82 mg, 0.262 mmol) obtained in Example (89-1) and tert-butyl 6-(bromomethyl)-2-[(tert-butoxycarbonyl)oxy]-3-(trifluoromethyl)benzoate (131 mg, 0.288 mmol) obtained in Example (28-5), the title compound was obtained (100 mg, three-step total yield: 67%). Yield: 67.0%. As a reaction SMILES: C([O:3][C:4]([C:6]1[CH:11]=[CH:10][C:9]([C:12]2[CH:17]=[CH:16][C:15]([O:18][CH2:19][CH2:20][CH2:21][CH2:22][CH2:23][CH2:24][CH2:25][CH2:26][CH2:27][CH2:28][CH2:29][CH2:30][O:31]C(=O)C)=[CH:14][CH:13]=2)=[CH:8][CH:7]=1)=[O:5])C.[OH-].[Na+]>C(O)C.O>[OH:31][CH2:30][CH2:29][CH2:28][CH2:27][CH2:26][CH2:25][CH2:24][CH2:23][CH2:22][CH2:21][CH2:20][CH2:19][O:18][C:15]1[CH:14]=[CH:13][C:12]([C:9]2[CH:10]=[CH:11][C:6]([C:4]([OH:5])=[O:3])=[CH:7][CH:8]=2)=[CH:17][CH:16]=1 |f:1.2|. Reported procedure: 30 m moles(14.1 g) of the above 4'-(12-acetyloxydodecyloxy)biphenyl-4-carboxylic acid ethyl ester and 10 g of sodium hydroxide were stirred for 10 min. at 70° C. in 40 ml of ethanol and 80 ml of water. After the reaction, the reaction solution was concentrated to obtain 11.7 g of 4'-(12-hydroxydodecyloxy)biphenyl-4-carboxylic acid. (yield: 98%) The solvent is C(C)O (ethanol), O (water). The reactants are C(C)OC(=O)C1=CC=C(C=C1)C1=CC=C(C=C1)OCCCCCCCCCCCCOC(C)=O (4'-(12-acetyloxydodecyloxy)biphenyl-4-carboxylic acid ethyl ester), [OH-].[Na+] (sodium hydroxide). Yields the product OCCCCCCCCCCCCOC1=CC=C(C=C1)C1=CC=C(C=C1)C(=O)O (4'-(12-hydroxydodecyloxy)biphenyl-4-carboxylic acid). Yield: 97.6%. Reactants: OCCCN1C(CCC1)=O (1-(3-hydroxypropyl)-2-pyrrolidinone), N(=NC(=O)OCC)C(=O)OCC (Diethyl azodicarboxylate), ClC1=CC(=C(NC2=NC=NC3=CC(=C(C=C23)OC)O)C=C1)F (4-(4-chloro-2-fluoroanilino)-7hydroxy-6-methoxyquinazoline), C1(=CC=CC=C1)P(C1=CC=CC=C1)C1=CC=CC=C1 (triphenylphosphine). Solvent: C(Cl)Cl (methylene chloride). Run at time 20 minute. Product: Cl.ClC1=CC(=C(NC2=NC=NC3=CC(=C(C=C23)OC)OCCCN2C(CCC2)=O)C=C1)F (4-(4-chloro-2-fluoroanilino)-6-methoxy-7-(3-(2-oxopyrrolidin-1-yl)propoxy)quinazoline hydrochloride). The yield is 141.3%. As a reaction SMILES: N(C(OCC)=O)=NC(OCC)=O.[Cl:13][C:14]1[CH:33]=[CH:32][C:17]([NH:18][C:19]2[C:28]3[C:23](=[CH:24][C:25]([OH:31])=[C:26]([O:29][CH3:30])[CH:27]=3)[N:22]=[CH:21][N:20]=2)=[C:16]([F:34])[CH:15]=1.C1(P(C2C=CC=CC=2)C2C=CC=CC=2)C=CC=CC=1.O[CH2:55][CH2:56][CH2:57][N:58]1[CH2:62][CH2:61][CH2:60][C:59]1=[O:63]>C(Cl)Cl>[ClH:13].[Cl:13][C:14]1[CH:33]=[CH:32][C:17]([NH:18][C:19]2[C:28]3[C:23](=[CH:24][C:25]([O:31][CH2:55][CH2:56][CH2:57][N:58]4[CH2:62][CH2:61][CH2:60][C:59]4=[O:63])=[C:26]([O:29][CH3:30])[CH:27]=3)[N:22]=[CH:21][N:20]=2)=[C:16]([F:34])[CH:15]=1 |f:5.6|. Procedure details: Diethyl azodicarboxylate (261 mg, 1.5 mmol) was added dropwise to a mixture of 4-(4-chloro-2-fluoroanilino)-7hydroxy-6-methoxyquinazoline (160 mg, 0.5 mmol), (prepared as described for the starting material in Example 2), triphenylphosphine (393 mg, 1.5 mmol) and 1-(3-hydroxypropyl)-2-pyrrolidinone (107 mg, 0.75 mmol) in methylene chloride (5 ml) under nitrogen. The mixture was stirred for 20 minutes at ambient temperature and then purified by pouring directly onto a column of silica eluting wit... Procedure: Ethyl 6-ethyl-4-hydroxypyrimidine-5-carboxylate (7.30 g, 37.21 mmol) was stirred under ice-cooling. Phophorus oxychloride (11.41 g, 74.41 mmol) was added dropwise to it. After the addition, the mixture was stirred at 90° C. for 3 hours. After cooling to room temperature, the mixture was poured into ice-cooled water and adjusted to pH 10 with an aqueous solution of sodium hydroxide. The resulting mixture was extracted with methylene chloride and dried over magnesium sulfate, and the solvent was e... Starting materials: C(C)C1=C(C(=NC=N1)O)C(=O)OCC (Ethyl 6-ethyl-4-hydroxypyrimidine-5-carboxylate), O(Cl)Cl (oxychloride), [OH-].[Na+] (sodium hydroxide). RXN SMILES: [CH2:1]([C:3]1[N:8]=[CH:7][N:6]=[C:5](O)[C:4]=1[C:10]([O:12][CH2:13][CH3:14])=[O:11])[CH3:2].O(Cl)[Cl:16].[OH-].[Na+]>O>[Cl:16][C:5]1[C:4]([C:10]([O:12][CH2:13][CH3:14])=[O:11])=[C:3]([CH2:1][CH3:2])[N:8]=[CH:7][N:6]=1 |f:2.3|. Reaction conditions: temperature 90 celsius, time 3 hour. Yields the product ClC1=NC=NC(=C1C(=O)OCC)CC (ethyl 4-chloro-6-ethylpyrimidine-5-carboxylate). The solvent is O (water). Isolated yield 43.8%.